From a dataset of the Open Reaction Database (ORD), a public repository of structured organic reaction records. describe an organic reaction: reactants, conditions, products, and yield Conditions: temperature 25 celsius, time 2 hour. The yield is 63.9%. Reagents/catalysts: [B-](F)(F)(F)F.CN(C)C(=[N+](C)C)ON1C2=C(C=CC(=C2)Cl)N=N1 (TCTU), CCN(C(C)C)C(C)C (DIPEA). RXN SMILES: CSc1cccc(N)c1.Cc1ccc2cc(C(=O)O)ccc2n1.[B-](F)(F)(F)F.CN(C)C(=[N+](C)C)ON1C2=C(C=CC(=C2)Cl)N=N1.CCN(C(C)C)C(C)C.CN(C)C=O>>CSc1cccc(NC(=O)c2ccc3nc(C)ccc3c2)c1. Starting materials: Cc1ccc2cc(C(=O)O)ccc2n1, CSc1cccc(N)c1. Yields the product CSc1cccc(NC(=O)c2ccc3nc(C)ccc3c2)c1. Solvent: CN(C)C=O (DMF), CN(C)C=O (DMF), CN(C)C=O (DMF), CN(C)C=O (DMF), CN(C)C=O (DMF), CN(C)C=O (DMF). Starting materials: CCOP(=O)(Cc1ccccc1[N+](=O)[O-])OCC, CCO. The product is CCOP(=O)(Cc1ccccc1N)OCC. RXN SMILES: [CH2:1]([CH3:2])[O:3][P:4]([O:5][CH2:6][CH3:7])(=[O:8])[CH2:9][c:10]1[c:11]([N+:16]([O-:17])=[O:18])[cH:12][cH:13][cH:14][cH:15]1.[CH3:19][CH2:20][OH:21]>>[CH2:1]([CH3:2])[O:3][P:4]([O:5][CH2:6][CH3:7])(=[O:8])[CH2:9][c:10]1[c:11]([NH2:16])[cH:12][cH:13][cH:14][cH:15]1.